Dataset: the Open Reaction Database (ORD), a public repository of structured organic reaction records. Task: describe an organic reaction: reactants, conditions, products, and yield The reactants are C(C)OC(=O)CNC1=C(C=C(C(=C1)OC)OC)[C@@H]1CC=2C=CC(=CC2CC1)OC(C(C)(C)C)=O (pivalic acid (S)-6-[2-(ethoxycarbonylmethylamino)-4,5-dimethoxyphenyl]-5,6,7,8-tetrahydronaphthalen-2-yl ester), C(C)(C)(C)OC(=O)N1CCC(CC1)C1=CC=C(C=C1)C(=O)O (4-(4-carboxyphenyl)piperidine-1-carboxylic acid tert-butyl ester). Product: OCCN(C1=C(C=C(C(=C1)OC)OC)[C@@H]1CC=2C=CC(=CC2CC1)O)CC1=CC=C(C=C1)C1CCN(CC1)C ((S)-6-{2-{(2-Hydroxyethyl)[4-(1-methylpiperidin-4-yl)benzyl]amino}-4,5-dimethoxyphenyl}-5,6,7,8-tetrahydronaphthalen-2-ol). Isolated yield 36.4%. As a reaction SMILES: C([O:3][C:4]([CH2:6][NH:7][C:8]1[CH:13]=[C:12]([O:14][CH3:15])[C:11]([O:16][CH3:17])=[CH:10][C:9]=1[C@H:18]1[CH2:27][CH2:26][C:25]2[CH:24]=[C:23]([O:28]C(=O)C(C)(C)C)[CH:22]=[CH:21][C:20]=2[CH2:19]1)=O)C.C(O[C:40]([N:42]1[CH2:47][CH2:46][CH:45]([C:48]2[CH:53]=[CH:52][C:51]([C:54](O)=O)=[CH:50][CH:49]=2)[CH2:44][CH2:43]1)=O)(C)(C)C>>[OH:3][CH2:4][CH2:6][N:7]([CH2:54][C:51]1[CH:50]=[CH:49][C:48]([CH:45]2[CH2:44][CH2:43][N:42]([CH3:40])[CH2:47][CH2:46]2)=[CH:53][CH:52]=1)[C:8]1[CH:13]=[C:12]([O:14][CH3:15])[C:11]([O:16][CH3:17])=[CH:10][C:9]=1[C@H:18]1[CH2:27][CH2:26][C:25]2[CH:24]=[C:23]([OH:28])[CH:22]=[CH:21][C:20]=2[CH2:19]1. Reported procedure: Synthesized from pivalic acid (S)-6-[2-(ethoxycarbonylmethylamino)-4,5-dimethoxyphenyl]-5,6,7,8-tetrahydronaphthalen-2-yl ester (90 mg) and 4-(4-carboxyphenyl)piperidine-1-carboxylic acid tert-butyl ester (88 mg) according to an analogous synthetic method to the above-mentioned Preparation Example 86 and Example 337, the title compound (37 mg) was obtained. The reactants are O=C([O-])O, CCO, ClC(Cl)Cl, O=C(OO)c1cccc(Cl)c1, [Na+], c1ccc(CCSc2nc3cnccc3[nH]2)cc1. Yields the product O=S(CCc1ccccc1)c1nc2cnccc2[nH]1. As a reaction SMILES: [C:30](=[O:31])([OH:32])[O-:33].[CH3:35][CH2:36][OH:37].[CH:38]([Cl:39])([Cl:40])[Cl:41].[Cl:19][c:20]1[cH:21][c:22]([C:27](=[O:24])[O:28][OH:29])[cH:23][cH:25][cH:26]1.[Na+:34].[c:1]1([CH2:7][CH2:8][S:9][c:10]2[nH:11][c:12]3[c:13]([cH:14][n:15][cH:16][cH:17]3)[n:18]2)[cH:2][cH:3][cH:4][cH:5][cH:6]1>>[c:1]1([CH2:7][CH2:8][S:9]([c:10]2[nH:11][c:12]3[c:13]([cH:14][n:15][cH:16][cH:17]3)[n:18]2)=[O:24])[cH:2][cH:3][cH:4][cH:5][cH:6]1.